From a dataset of the Open Reaction Database (ORD), a public repository of structured organic reaction records. describe an organic reaction: reactants, conditions, products, and yield Reactants: ClC1=C2C(=NC=C1C#N)C1=C(S2)C=CC(=C1)[N+](=O)[O-] (4-chloro-8-nitrobenzo[4,5]thieno[3,2-b]pyridine-3-carbonitrile), C(C)OCCO (2-ethoxyethanol), Cl.N1=CC=CC=C1 (pyridine hydrochloride), BrC=1C=C(N)C=CC1 (3-bromoaniline). Yields the product BrC=1C=C(NC2=C3C(=NC=C2C#N)C2=C(S3)C=CC(=C2)[N+](=O)[O-])C=CC1 (4-(3-bromoanilino)-8-nitro[1]benzothieno[3,2-b]pyridine-3-carbonitrile). Isolated yield 61.9%. RXN SMILES: Cl[C:2]1[C:7]([C:8]#[N:9])=[CH:6][N:5]=[C:4]2[C:10]3[CH:16]=[C:15]([N+:17]([O-:19])=[O:18])[CH:14]=[CH:13][C:11]=3[S:12][C:3]=12.C(OCCO)C.Cl.N1C=CC=CC=1.[Br:33][C:34]1[CH:35]=[C:36]([CH:38]=[CH:39][CH:40]=1)[NH2:37]>>[Br:33][C:34]1[CH:35]=[C:36]([CH:38]=[CH:39][CH:40]=1)[NH:37][C:2]1[C:7]([C:8]#[N:9])=[CH:6][N:5]=[C:4]2[C:10]3[CH:16]=[C:15]([N+:17]([O-:19])=[O:18])[CH:14]=[CH:13][C:11]=3[S:12][C:3]=12 |f:2.3|. Reported procedure: A solution of 400 mg (1.38 mmol) of 4-chloro-8-nitrobenzo[4,5]thieno[3,2-b]pyridine-3-carbonitrile in 8 mL of 2-ethoxyethanol containing 160 mg (1.38 mmol) of pyridine hydrochloride and 0.180 mL (1.65 mmol) of 3-bromoaniline is heated at reflux for 4 hours. The reaction mixture is filtered hot and the solid is stirred with methanol and ammonium hydroxide. The mixture is poured into water and the solid is collected, washing with ethyl acetate to give 363 mg (62%) of 4-(3-bromoanilino)-8-nitro[1]b... Product: O=C=NCc1cccc(F)c1. The reactants are CCN(C(C)C)C(C)C, O=C(OC(Cl)(Cl)Cl)OC(Cl)(Cl)Cl, ClCCl, NCc1cccc(F)c1. RXN SMILES: [CH:22]([N:23]([CH2:24][CH3:25])[CH:26]([CH3:27])[CH3:28])([CH3:29])[CH3:30].[Cl:1][C:2]([Cl:3])([O:4][C:5]([O:6][C:7]([Cl:8])([Cl:9])[Cl:10])=[O:11])[Cl:12].[Cl:31][CH2:32][Cl:33].[F:13][c:14]1[cH:15][c:16]([CH2:17][NH2:18])[cH:19][cH:20][cH:21]1>>[C:5](=[O:11])=[N:18][CH2:17][c:16]1[cH:15][c:14]([F:13])[cH:21][cH:20][cH:19]1. Reactants: O=c1c(=O)n(C2CC2)c2ccccc2n1O, ClCCl, CN(C)C=O, c1ccc(P(c2ccccc2)c2ccccc2)cc1. Yields the product O=c1[nH]c2ccccc2n(C2CC2)c1=O. RXN SMILES: [CH:1]1([n:4]2[c:5](=[O:16])[c:6](=[O:15])[n:7]([OH:14])[c:8]3[cH:9][cH:10][cH:11][cH:12][c:13]23)[CH2:2][CH2:3]1.[Cl:36][CH2:37][Cl:38].[O:39]=[CH:40][N:41]([CH3:42])[CH3:43].[c:17]1([P:18]([c:19]2[cH:20][cH:21][cH:22][cH:23][cH:24]2)[c:25]2[cH:26][cH:27][cH:28][cH:29][cH:30]2)[cH:31][cH:32][cH:33][cH:34][cH:35]1>>[CH:1]1([n:4]2[c:5](=[O:16])[c:6](=[O:15])[nH:7][c:8]3[cH:9][cH:10][cH:11][cH:12][c:13]23)[CH2:2][CH2:3]1. Starting materials: COC(=O)C1=CC=C(C=C1)C1=CC(=C(C(=C1)Cl)CN1C(C(CC1)C1CCCCC1)=O)Cl (3′,5′-dichloro-4′-(3-cyclohexyl-2-oxo-pyrrolidin-1-ylmethyl)-biphenyl-4-carboxylic acid methyl ester), [OH-].[Na+] (NaOH). The solvent is C1CCOC1 (THF). Reaction conditions: temperature 50 celsius, time 12 hour. Product: ClC=1C=C(C=C(C1CN1C(C(CC1)C1CCCCC1)=O)Cl)C1=CC=C(C=C1)C(=O)O (3′,5′-Dichloro-4′-(3-cyclohexyl-2-oxo-pyrrolidin-1-ylmethyl)-biphenyl-4-carboxylic acid). The yield is 96.3%. As a reaction SMILES: C[O:2][C:3]([C:5]1[CH:10]=[CH:9][C:8]([C:11]2[CH:16]=[C:15]([Cl:17])[C:14]([CH2:18][N:19]3[CH2:23][CH2:22][CH:21]([CH:24]4[CH2:29][CH2:28][CH2:27][CH2:26][CH2:25]4)[C:20]3=[O:30])=[C:13]([Cl:31])[CH:12]=2)=[CH:7][CH:6]=1)=[O:4].[OH-].[Na+]>C1COCC1>[Cl:31][C:13]1[CH:12]=[C:11]([C:8]2[CH:7]=[CH:6][C:5]([C:3]([OH:4])=[O:2])=[CH:10][CH:9]=2)[CH:16]=[C:15]([Cl:17])[C:14]=1[CH2:18][N:19]1[CH2:23][CH2:22][CH:21]([CH:24]2[CH2:25][CH2:26][CH2:27][CH2:28][CH2:29]2)[C:20]1=[O:30] |f:1.2|. Reported procedure: Treat a solution of 3′,5′-dichloro-4′-(3-cyclohexyl-2-oxo-pyrrolidin-1-ylmethyl)-biphenyl-4-carboxylic acid methyl ester (0.6 g) in THF (15 mL) with 5N NaOH (5 mL) and stir at 50° C. for 12 hours. Quench the reaction with HCl (1N, 25 mL). Partition the mixture between ethyl acetate and water. Dry the organic layer (Na2SO4) and remove the solvent in vacuo to afford 0.56 g (96%) of the title compound. MS (m/z): 446 (M+).